Dataset: the Open Reaction Database (ORD), a public repository of structured organic reaction records. Task: describe an organic reaction: reactants, conditions, products, and yield Starting materials: COC(=O)C([C@@H]1[C@H]([C@H]([C@@H](O1)N1C=NC=2C(N)=NC=NC12)O)O)O (adenosine-5'-carboxylic acid methyl ester), C(C)(C)(C)N (tert.-butylamine). Run at time 16 hour. Yields the product C(C)(C)(C)NC(=O)C([C@@H]1[C@H]([C@H]([C@@H](O1)N1C=NC=2C(N)=NC=NC12)O)O)O (adenosine-5'-carboxylic acid N-tert.-butylamide). Yield: 38.0%. As a reaction SMILES: C[O:2][C:3]([CH:5]([OH:23])[C@H:6]1[O:10][C@@H:9]([N:11]2[C:20]3[N:19]=[CH:18][N:17]=[C:15]([NH2:16])[C:14]=3[N:13]=[CH:12]2)[C@H:8]([OH:21])[C@@H:7]1[OH:22])=O.[C:24]([NH2:28])([CH3:27])([CH3:26])[CH3:25]>>[C:24]([NH:28][C:3]([CH:5]([OH:23])[C@H:6]1[O:10][C@@H:9]([N:11]2[C:20]3[N:19]=[CH:18][N:17]=[C:15]([NH2:16])[C:14]=3[N:13]=[CH:12]2)[C@H:8]([OH:21])[C@@H:7]1[OH:22])=[O:2])([CH3:27])([CH3:26])[CH3:25]. Procedure details: 5 g of adenosine-5'-carboxylic acid methyl ester are heated together with 100 ml of tert.-butylamine on a streambath until a clear solution is obtained and thereafter the reaction mixture is left to stand for 16 hours at ambient temperature. Excess tert.-butylamine is then distilled off and the residue is mixed with methanol, again evaporated to dryness and the solid residue, after slurrying in cold methanol is filtered off with suction. After recrystallizing twice from a little methanol, there ...